describe an organic reaction: reactants, conditions, products, and yield From a dataset of the Open Reaction Database (ORD), a public repository of structured organic reaction records. The reactants are [Br-], CCCCCCCCCCCBr, CCCCCCCCCCC[P+](c1ccccc1)(c1ccccc1)c1ccccc1, CCCCCC, [Li]CCCC, CCOC(=O)CCCC=O, O, c1ccc(P(c2ccccc2)c2ccccc2)cc1, Cc1ccccc1C. The product is CCCCCCCCCCC=CCCCC(=O)OCC. As a reaction SMILES: [Br-:1].[Br:32][CH2:33][CH2:34][CH2:35][CH2:36][CH2:37][CH2:38][CH2:39][CH2:40][CH2:41][CH2:42][CH3:43].[CH2:2]([CH2:3][CH2:4][CH2:5][CH2:6][CH2:7][CH2:8][CH2:9][CH2:10][CH2:11][CH3:12])[P+:13]([c:14]1[cH:15][cH:16][cH:17][cH:18][cH:19]1)([c:20]1[cH:21][cH:22][cH:23][cH:24][cH:25]1)[c:26]1[cH:27][cH:28][cH:29][cH:30][cH:31]1.[CH3:78][CH2:79][CH2:80][CH2:81][CH2:82][CH3:83].[Li:63][CH2:64][CH2:65][CH2:66][CH3:67].[O:68]=[CH:69][CH2:70][CH2:71][CH2:72][C:73](=[O:74])[O:75][CH2:76][CH3:77].[OH2:84].[c:44]1([P:45]([c:46]2[cH:47][cH:48][cH:49][cH:50][cH:51]2)[c:52]2[cH:53][cH:54][cH:55][cH:56][cH:57]2)[cH:58][cH:59][cH:60][cH:61][cH:62]1.[c:85]1([CH3:86])[c:87]([CH3:88])[cH:89][cH:90][cH:91][cH:92]1>>[CH:2]([CH2:3][CH2:4][CH2:5][CH2:6][CH2:7][CH2:8][CH2:9][CH2:10][CH2:11][CH3:12])=[CH:69][CH2:70][CH2:71][CH2:72][C:73](=[O:74])[O:75][CH2:76][CH3:77]. Starting materials: CCOC(C)=O, O=C(CCl)c1ccccc1, O=C(NC1CN2CCC1CC2)OC(c1ccc(F)cc1)c1ccc(F)cc1. Yields the product O=C(NC1C[N+]2(CC(=O)c3ccccc3)CCC1CC2)OC(c1ccc(F)cc1)c1ccc(F)cc1, [Cl-]. RXN SMILES: [CH3:38][CH2:39][O:40][C:41](=[O:42])[CH3:43].[Cl:1][CH2:2][C:3](=[O:4])[c:5]1[cH:6][cH:7][cH:8][cH:9][cH:10]1.[N:11]12[CH2:12][CH:13]([NH:19][C:20]([O:21][CH:22]([c:23]3[cH:24][cH:25][c:26]([F:29])[cH:27][cH:28]3)[c:30]3[cH:31][cH:32][c:33]([F:36])[cH:34][cH:35]3)=[O:37])[CH:14]([CH2:15][CH2:16]1)[CH2:17][CH2:18]2>>[CH2:2]([C:3](=[O:4])[c:5]1[cH:6][cH:7][cH:8][cH:9][cH:10]1)[N+:11]12[CH2:12][CH:13]([NH:19][C:20]([O:21][CH:22]([c:23]3[cH:24][cH:25][c:26]([F:29])[cH:27][cH:28]3)[c:30]3[cH:31][cH:32][c:33]([F:36])[cH:34][cH:35]3)=[O:37])[CH:14]([CH2:15][CH2:16]1)[CH2:17][CH2:18]2.[Cl-:1].